Dataset: the Open Reaction Database (ORD), a public repository of structured organic reaction records. Task: describe an organic reaction: reactants, conditions, products, and yield Starting materials: OCC=1C=C(C(=O)OC)C=C(C1)C1=NC=C(C=C1)C (methyl 3-(hydroxymethyl)-5-(5-methylpyridin-2-yl)benzoate), [H-].[Na+] (sodium hydride), CI (methyl iodide). Solvent: CN(C=O)C (N,N-dimethylformamide). Conditions: time 30 minute. Yields the product COCC=1C=C(C(=O)OC)C=C(C1)C1=NC=C(C=C1)C (Methyl 3-(methoxymethyl)-5-(5-methylpyridin-2-yl)benzoate). Reaction SMILES: [OH:1][CH2:2][C:3]1[CH:4]=[C:5]([CH:10]=[C:11]([C:13]2[CH:18]=[CH:17][C:16]([CH3:19])=[CH:15][N:14]=2)[CH:12]=1)[C:6]([O:8][CH3:9])=[O:7].[H-].[Na+].[CH3:22]I>CN(C)C=O>[CH3:22][O:1][CH2:2][C:3]1[CH:4]=[C:5]([CH:10]=[C:11]([C:13]2[CH:18]=[CH:17][C:16]([CH3:19])=[CH:15][N:14]=2)[CH:12]=1)[C:6]([O:8][CH3:9])=[O:7] |f:1.2|. Procedure: To a stirred solution of methyl 3-(hydroxymethyl)-5-(5-methylpyridin-2-yl)benzoate (110 mg, 0.41 mmol) in N,N-dimethylformamide (2 mL) at 0° C. was added sodium hydride (60% in mineral oil, 21 mg, 0.52 mmol). After 30 minutes, methyl iodide (73 mg, 0.51 mmol) was added at 0° C. The mixture was warmed to room temperature and stirred for 30 minutes. The mixture was quenched with water (2 mL) and extracted with EtOAc. The combined organic layers were dried over anhydrous MgSO4 and concentrated to g...